From a dataset of the Open Reaction Database (ORD), a public repository of structured organic reaction records. describe an organic reaction: reactants, conditions, products, and yield The reactants are C(C1=CC=CC=C1)N1C(COC(C(C1)C1=CC(=C(C=C1)Cl)Cl)CO[Si](C)(C)C(C)(C)C)=O ((6RS,7SR)-4-benzyl-7-({[tert-butyl(dimethyl)silyl]oxy}methyl)-6-(3,4-dichlorophenyl)-1,4-oxazepan-3-one), CO (methanol). The solvent is C1CCOC1 (THF), C1CCOC1 (THF). Run at temperature 60 celsius, time 2 hour. The product is C(C1=CC=CC=C1)N1CCOC(C(C1)C1=CC(=C(C=C1)Cl)Cl)CO ([(6RS,7SR)-4-benzyl-6-(3,4-dichlorophenyl)-1,4-oxazepan-7-yl]methanol). Yield: 96.4%. Reaction SMILES: [CH2:1]([N:8]1[CH2:14][CH:13]([C:15]2[CH:20]=[CH:19][C:18]([Cl:21])=[C:17]([Cl:22])[CH:16]=2)[CH:12]([CH2:23][O:24][Si](C(C)(C)C)(C)C)[O:11][CH2:10][C:9]1=O)[C:2]1[CH:7]=[CH:6][CH:5]=[CH:4][CH:3]=1.CO>C1COCC1>[CH2:1]([N:8]1[CH2:14][CH:13]([C:15]2[CH:20]=[CH:19][C:18]([Cl:21])=[C:17]([Cl:22])[CH:16]=2)[CH:12]([CH2:23][OH:24])[O:11][CH2:10][CH2:9]1)[C:2]1[CH:7]=[CH:6][CH:5]=[CH:4][CH:3]=1. Procedure details: To a solution of (6RS,7SR)-4-benzyl-7-({[tert-butyl(dimethyl)silyl]oxy}methyl)-6-(3,4-dichlorophenyl)-1,4-oxazepan-3-one (3.11 g) in THF (20 mL) was added 1 M THF solution (13.8 mL) of borane-THF complex at 0° C., and the mixture was stirred at 60° C. for 2 hr. To the reaction mixture was added methanol, and the solvent was evaporated under reduced pressure. To the residue was added 6 N hydrochloric acid (8 mL), and the reaction mixture was stirred at 60° C. overnight. The reaction mixture was b... Reactants: N, Nc1nnc(N(CCCO)c2ccc(F)c(F)c2)[nH]1, CCOC(=O)N=NC(=O)OCC, C1CCOC1, O, c1ccc(P(c2ccccc2)c2ccccc2)cc1, c1ccc(P(c2ccccc2)c2ccccc2)cc1. The product is Nc1nc2n(n1)CCCN2c1ccc(F)c(F)c1. Reaction SMILES: [N:39].[NH2:1][c:2]1[nH:3][c:4]([N:7]([CH2:8][CH2:9][CH2:10][OH:11])[c:12]2[cH:13][c:14]([F:19])[c:15]([F:18])[cH:16][cH:17]2)[n:5][n:6]1.[O:40]=[C:41]([O:42][CH2:43][CH3:44])[N:45]=[N:46][C:47]([O:48][CH2:49][CH3:50])=[O:51].[O:71]1[CH2:72][CH2:73][CH2:74][CH2:75]1.[OH2:76].[c:20]1([P:21]([c:22]2[cH:23][cH:24][cH:25][cH:26][cH:27]2)[c:28]2[cH:29][cH:30][cH:31][cH:32][cH:33]2)[cH:34][cH:35][cH:36][cH:37][cH:38]1.[c:52]1([P:53]([c:54]2[cH:55][cH:56][cH:57][cH:58][cH:59]2)[c:60]2[cH:61][cH:62][cH:63][cH:64][cH:65]2)[cH:66][cH:67][cH:68][cH:69][cH:70]1>>[NH2:1][c:2]1[n:3][c:4]2[n:5]([n:6]1)[CH2:10][CH2:9][CH2:8][N:7]2[c:12]1[cH:13][c:14]([F:19])[c:15]([F:18])[cH:16][cH:17]1. Reactants: C(C1=CC=CC=C1)OC(C(CC1=CC=C(C=C1)[N+](=O)[O-])C1=CC=C(C=C1)C(C)(C)C)=O (2-(4-tert-Butyl-phenyl)-3-(4-nitro-phenyl)-propionic acid benzyl ester), [OH-].[Na+] (sodium hydroxide), Cl (hydrochloride). Run in O1CCCC1 (tetrahydrofuran), CO (methanol), O (water). Reaction conditions: temperature 23 celsius, time 16 hour. The product is C(C)(C)(C)C1=CC=C(C=C1)C(C(=O)O)CC1=CC=C(C=C1)[N+](=O)[O-] (2-(4-tert-Butyl-phenyl)-3-(4-nitro-phenyl)-propionic acid). Yield: 119.2%. As a reaction SMILES: C([O:8][C:9](=[O:31])[CH:10]([C:21]1[CH:26]=[CH:25][C:24]([C:27]([CH3:30])([CH3:29])[CH3:28])=[CH:23][CH:22]=1)[CH2:11][C:12]1[CH:17]=[CH:16][C:15]([N+:18]([O-:20])=[O:19])=[CH:14][CH:13]=1)C1C=CC=CC=1.[OH-].[Na+].Cl>O1CCCC1.CO.O>[C:27]([C:24]1[CH:23]=[CH:22][C:21]([CH:10]([CH2:11][C:12]2[CH:17]=[CH:16][C:15]([N+:18]([O-:20])=[O:19])=[CH:14][CH:13]=2)[C:9]([OH:31])=[O:8])=[CH:26][CH:25]=1)([CH3:30])([CH3:28])[CH3:29] |f:1.2|. Procedure: To 2-(4-tert-Butyl-phenyl)-3-(4-nitro-phenyl)-propionic acid benzyl ester (8.6 g, 20.6 mmol) in 30 ml tetrahydrofuran, 20 ml methanol and 10 ml water was added sodium hydroxide (0.6 g, 24.7 mmol). The reaction mixture was stirred at 23° C. for 16 h, acidified with 4N hydrochloride acid, and concentrated. The residue was partitioned between ethyl acetate and water. The organic phase was washed with water, dried over magnesium sulfate, and concentrated to afford 2-(4-tert-Butyl-phenyl)-3-(4-nitro-... The reactants are Cl.ClCCC1=CN=C(N1CC1=C(C=CC=C1)Cl)SCCC (5-(2-chloro)ethyl-1-[(2-chlorophenyl)methyl]-2-propylthio-1H-imidazole hydrochloride), C(C)(=O)OCC (ethyl acetate). Solvent: C(Cl)Cl (methylene chloride). Product: ClC1=C(C=CC=C1)CN1C(=NC=C1CCC(C(=O)OCC)C(=O)OCC)SCCC (diethyl 2-[1-{(2-chlorophenyl)methyl}-2-propylthio-1H-imidazol-5-yl]ethylmalonate). The yield is 71.0%. Reaction SMILES: Cl.Cl[CH2:3][CH2:4][C:5]1[N:9]([CH2:10][C:11]2[CH:16]=[CH:15][CH:14]=[CH:13][C:12]=2[Cl:17])[C:8]([S:18][CH2:19][CH2:20][CH3:21])=[N:7][CH:6]=1.[C:22]([O:25][CH2:26][CH3:27])(=[O:24])[CH3:23]>C(Cl)Cl>[Cl:17][C:12]1[CH:13]=[CH:14][CH:15]=[CH:16][C:11]=1[CH2:10][N:9]1[C:5]([CH2:4][CH2:3][CH:23]([C:22]([O:25][CH2:26][CH3:27])=[O:24])[C:22]([O:25][CH2:26][CH3:27])=[O:24])=[CH:6][N:7]=[C:8]1[S:18][CH2:19][CH2:20][CH3:21] |f:0.1|. Procedure: The procedure of Example 3(iv) was followed using 5-(2-chloro)ethyl-1-[(2-chlorophenyl)methyl]-2-propylthio-1H-imidazole hydrochloride in place of 5-chloromethyl-1-[(2-chlorophenyl)methyl]2-propylthio-1H-imidazole hydrochloride. The title compound was obtained in 71% yield after chromatography over silica gel with a gradient of ethyl acetate in methylene chloride. Yields the product CCCC1CC(C(CN2CC(=O)N(c3ccccc3Cl)CC2(C)C)NS(=O)(=O)c2ccccc2[N+](=O)[O-])OC1=O. Reactants: Cc1ccccc1, CC1(C)CN(c2ccccc2Cl)C(=O)CN1, CCCC1CC(C2CN2S(=O)(=O)c2ccccc2[N+](=O)[O-])OC1=O. Reaction SMILES: [CH3:41][c:42]1[cH:43][cH:44][cH:45][cH:46][cH:47]1.[Cl:25][c:26]1[c:27]([N:32]2[C:33](=[O:40])[CH2:34][NH:35][C:36]([CH3:38])([CH3:39])[CH2:37]2)[cH:28][cH:29][cH:30][cH:31]1.[N+:1](=[O:2])([O-:3])[c:4]1[c:5]([S:10](=[O:11])(=[O:12])[N:13]2[CH:14]([CH:16]3[CH2:17][CH:18]([CH2:22][CH2:23][CH3:24])[C:19](=[O:21])[O:20]3)[CH2:15]2)[cH:6][cH:7][cH:8][cH:9]1>>[N+:1](=[O:2])([O-:3])[c:4]1[c:5]([S:10](=[O:11])(=[O:12])[NH:13][CH:14]([CH2:15][N:35]2[CH2:34][C:33](=[O:40])[N:32]([c:27]3[c:26]([Cl:25])[cH:31][cH:30][cH:29][cH:28]3)[CH2:37][C:36]2([CH3:38])[CH3:39])[CH:16]2[CH2:17][CH:18]([CH2:22][CH2:23][CH3:24])[C:19](=[O:21])[O:20]2)[cH:6][cH:7][cH:8][cH:9]1. Starting materials: amine, [N+](=O)([O-])C1=CC=C(CSC(CN2C=NC=C2)SCC2=CC=C(C=C2)[N+](=O)[O-])C=C1 (1-[2,2-bis(4-nitrobenzylthio)ethyl]-1H-imidazole), [Cl-].[NH4+] (ammonium chloride). The reagents and catalysts are [Fe] (iron). The solvent is O (water), C(C)O (ethanol). Product: Cl (hydrogen chloride), Cl.Cl.Cl.NC1=CC=C(CSC(CN2C=NC=C2)SCC2=CC=C(C=C2)N)C=C1 (1-[2,2-Bis(4-aminobenzylthio)ethyl]-1H-imidazole Trihydrochloride). RXN SMILES: [N+:1]([C:4]1[CH:29]=[CH:28][C:7]([CH2:8][S:9][CH:10]([S:17][CH2:18][C:19]2[CH:24]=[CH:23][C:22]([N+:25]([O-])=O)=[CH:21][CH:20]=2)[CH2:11][N:12]2[CH:16]=[CH:15][N:14]=[CH:13]2)=[CH:6][CH:5]=1)([O-])=O.[Cl-:30].[NH4+]>O.C(O)C.[Fe]>[ClH:30].[ClH:30].[ClH:30].[ClH:30].[NH2:25][C:22]1[CH:23]=[CH:24][C:19]([CH2:18][S:17][CH:10]([S:9][CH2:8][C:7]2[CH:28]=[CH:29][C:4]([NH2:1])=[CH:5][CH:6]=2)[CH2:11][N:12]2[CH:16]=[CH:15][N:14]=[CH:13]2)=[CH:20][CH:21]=1 |f:1.2,7.8.9.10|. Reported procedure: A stirred mixture of 1-[2,2-bis(4-nitrobenzylthio)ethyl]-1H-imidazole (924 mg), iron powder (1.08 g) and ammonium chloride (862 mg) in water (30 ml) was refluxed for 2 hours. The cooled mixture was thoroughly extracted with CH2Cl2 and the combined CH2Cl2 extracts were washed with water and dried over Na2SO4. Removal of the CH2Cl2 left 360 mgs. of the crude amine as a viscous oil. The black residue, which resisted extraction with CH2Cl2, was extracted with dilute aqueous oxalic acid. The aqueous ... The reactants are COC=1C=C(C[C@@H]2NCCC3=CC(=C(C=C23)OC)OC)C=CC1OC ((1S)-1-(3,4-Dimethoxy-benzyl)-6,7-dimethoxy-1,2,3,4-tetrahydroisoquinoline), BrCC(=O)Br (2-bromoacetyl bromide), COC1=C(CN)C=CC=C1 (2-methoxy-benzylamine). Yields the product COC=1C=C(C[C@@H]2N(CCC3=CC(=C(C=C23)OC)OC)CC(=O)NCC2=C(C=CC=C2)OC)C=CC1OC (2-[(1S)-1-(3,4-Dimethoxy-benzyl)-6,7-dimethoxy-3,4-dihydro-1H-isoquinolin-2-yl]-N-(2-methoxy-benzyl)-acetamide). Reaction SMILES: [CH3:1][O:2][C:3]1[CH:4]=[C:5]([CH:21]=[CH:22][C:23]=1[O:24][CH3:25])[CH2:6][C@H:7]1[C:16]2[C:11](=[CH:12][C:13]([O:19][CH3:20])=[C:14]([O:17][CH3:18])[CH:15]=2)[CH2:10][CH2:9][NH:8]1.Br[CH2:27][C:28](Br)=[O:29].[CH3:31][O:32][C:33]1[CH:40]=[CH:39][CH:38]=[CH:37][C:34]=1[CH2:35][NH2:36]>>[CH3:1][O:2][C:3]1[CH:4]=[C:5]([CH:21]=[CH:22][C:23]=1[O:24][CH3:25])[CH2:6][C@H:7]1[C:16]2[C:11](=[CH:12][C:13]([O:19][CH3:20])=[C:14]([O:17][CH3:18])[CH:15]=2)[CH2:10][CH2:9][N:8]1[CH2:27][C:28]([NH:36][CH2:35][C:34]1[CH:37]=[CH:38][CH:39]=[CH:40][C:33]=1[O:32][CH3:31])=[O:29]. Procedure details: prepared by reaction of (1S)-1-(3,4-Dimethoxy-benzyl)-6,7-dimethoxy-1,2,3,4-tetrahydroisoquinoline and 2-bromoacetyl bromide with 2-methoxy-benzylamine Reactants: O=C([O-])[O-], COc1ccc([N+](=O)[O-])cc1O, CN(C)CCCl, COCCOC, Cl, [K+], [K+]. The product is COc1ccc([N+](=O)[O-])cc1OCCN(C)C. RXN SMILES: [C:13](=[O:14])([O-:15])[O-:16].[CH3:1][O:2][c:3]1[c:4]([OH:12])[cH:5][c:6]([N+:9](=[O:10])[O-:11])[cH:7][cH:8]1.[CH3:20][N:21]([CH2:22][CH2:23][Cl:24])[CH3:25].[CH3:26][O:27][CH2:28][CH2:29][O:30][CH3:31].[ClH:19].[K+:17].[K+:18]>>[CH3:1][O:2][c:3]1[c:4]([O:12][CH2:23][CH2:22][N:21]([CH3:20])[CH3:25])[cH:5][c:6]([N+:9](=[O:10])[O-:11])[cH:7][cH:8]1.